From a dataset of the Open Reaction Database (ORD), a public repository of structured organic reaction records. describe an organic reaction: reactants, conditions, products, and yield The reactants are CCOC(C)=O, [H][H], O=C(O)C=Cc1cccnc1. Product: O=C(O)CCc1cccnc1. Reaction SMILES: [CH3:14][CH2:15][O:16][C:17](=[O:18])[CH3:19].[H:12][H:13].[n:1]1[cH:2][c:3]([CH:7]=[CH:8][C:9](=[O:10])[OH:11])[cH:4][cH:5][cH:6]1>>[n:1]1[cH:2][c:3]([CH2:7][CH2:8][C:9](=[O:10])[OH:11])[cH:4][cH:5][cH:6]1. The reactants are O=C([O-])[O-], Cn1cc(B2OC(C)(C)C(C)(C)O2)cn1, [Cs+], [Cs+], C1COCCO1, O, Brc1cnc2nnn(Cc3c[nH]c4ncccc34)c2n1. The product is Cn1cc(-c2cnc3nnn(Cc4c[nH]c5ncccc45)c3n2)cn1. As a reaction SMILES: [C:36](=[O:37])([O-:38])[O-:39].[CH3:21][n:22]1[n:23][cH:24][c:25]([B:27]2[O:28][C:29]([CH3:30])([CH3:31])[C:32]([CH3:33])([CH3:34])[O:35]2)[cH:26]1.[Cs+:40].[Cs+:41].[O:42]1[CH2:43][CH2:44][O:45][CH2:46][CH2:47]1.[OH2:48].[nH:1]1[cH:2][c:3]([CH2:10][n:11]2[n:12][n:13][c:14]3[c:15]2[n:16][c:17]([Br:20])[cH:18][n:19]3)[c:4]2[c:5]1[n:6][cH:7][cH:8][cH:9]2>>[nH:1]1[cH:2][c:3]([CH2:10][n:11]2[n:12][n:13][c:14]3[c:15]2[n:16][c:17](-[c:25]2[cH:24][n:23][n:22]([CH3:21])[cH:26]2)[cH:18][n:19]3)[c:4]2[c:5]1[n:6][cH:7][cH:8][cH:9]2.